From a dataset of the Open Reaction Database (ORD), a public repository of structured organic reaction records. describe an organic reaction: reactants, conditions, products, and yield Reactants: BrC(C(=O)OC)C1=CC=C(C=C1)I (methyl α-bromo-α-(p-iodophenyl)acetate), C1(=CC=CC=C1)S (thiophenol). The solvent is CO (methanol). Product: C1(=CC=CC=C1)SC(C(=O)OC)C1=CC=C(C=C1)I (Methyl (phenylthio)(p-iodophenyl)acetate). Reaction SMILES: Br[CH:2]([C:7]1[CH:12]=[CH:11][C:10]([I:13])=[CH:9][CH:8]=1)[C:3]([O:5][CH3:6])=[O:4].[C:14]1([SH:20])[CH:19]=[CH:18][CH:17]=[CH:16][CH:15]=1>CO>[C:14]1([S:20][CH:2]([C:7]2[CH:12]=[CH:11][C:10]([I:13])=[CH:9][CH:8]=2)[C:3]([O:5][CH3:6])=[O:4])[CH:19]=[CH:18][CH:17]=[CH:16][CH:15]=1. Procedure details: In a similar manner as in Example 29, 14.2 g of methyl α-bromo-α-(p-iodophenyl)acetate is reacted with 5.5 g of thiophenol in methanol to yield white crystals, mp 62.5°-65° C. Reactants: CC(=O)Nc1ccc(-c2ccc(C(=O)CCC(=O)O)cc2)cc1Br, Cc1ccccc1, Cl, C1COCCO1, O, [Zn]. Yields the product CC(=O)Nc1ccc(-c2ccc(CCCC(=O)O)cc2)cc1Br. As a reaction SMILES: [C:10]([CH3:11])(=[O:12])[NH:13][c:14]1[c:15]([Br:33])[cH:16][c:17](-[c:20]2[cH:21][cH:22][c:23]([C:26]([CH2:27][CH2:28][C:29](=[O:30])[OH:31])=[O:32])[cH:24][cH:25]2)[cH:18][cH:19]1.[CH3:3][c:4]1[cH:5][cH:6][cH:7][cH:8][cH:9]1.[ClH:2].[O:35]1[CH2:36][CH2:37][O:38][CH2:39][CH2:40]1.[OH2:1].[Zn:34]>>[C:10]([CH3:11])(=[O:12])[NH:13][c:14]1[c:15]([Br:33])[cH:16][c:17](-[c:20]2[cH:21][cH:22][c:23]([CH2:26][CH2:27][CH2:28][C:29](=[O:30])[OH:31])[cH:24][cH:25]2)[cH:18][cH:19]1. Reactants: FC(C=1C=CC2=C(NC(S2)=O)C1)(F)F (5-trifluoromethyl-3H-benzothiazol-2-one), N(=C=O)CCCCCC (1-isocyanatohexane). Run in O1CCOCC1 (dioxane). The product is O=C1SC2=C(N1)C=C(C=C2)C(F)(F)F.CCC(CCC)C(=O)N (2-Oxo-5-trifluoromethylbenzothiazole 3-hexylcarboxamide). Reaction SMILES: [F:1][C:2]([F:14])([F:13])[C:3]1[CH:4]=[CH:5][C:6]2[S:10][C:9](=[O:11])[NH:8][C:7]=2[CH:12]=1.N([CH2:18][CH2:19][CH2:20][CH2:21][CH2:22][CH3:23])=C=O>O1CCOCC1>[O:11]=[C:9]1[NH:8][C:7]2[CH:12]=[C:3]([C:2]([F:14])([F:1])[F:13])[CH:4]=[CH:5][C:6]=2[S:10]1.[CH3:23][CH2:22][CH:21]([C:9]([NH2:8])=[O:11])[CH2:20][CH2:19][CH3:18] |f:3.4|. Reported procedure: 300 mg (1.37 mmol) of 5-trifluoromethyl-3H-benzothiazol-2-one were reacted in analogy to Example 1 with 202 mg (1.37 mmol) of 1-isocyanatohexane in dioxane at 80° C. Yield: 125 mg (26%), M+H+: 347.05. Starting materials: FC1=C(C(C(=O)O)=C(C(=C1F)F)F)C(=O)O (3,4,5,6-tetrafluorophthalic acid), FC1=C(C(C(=O)O)=C(C(=C1F)F)F)C(=O)O (3,4,5,6-tetrafluorophthalic acid). Run in CN(C=O)C (dimethylformamide). Product: FC1=C(C(=O)O)C=C(C(=C1F)F)F (2,3,4,5-tetrafluorobenzoic acid). As a reaction SMILES: [F:1][C:2]1[C:10]([F:11])=[C:9]([F:12])[C:8]([F:13])=[C:4](C(O)=O)[C:3]=1[C:14]([OH:16])=[O:15]>CN(C)C=O>[F:1][C:2]1[C:10]([F:11])=[C:9]([F:12])[C:8]([F:13])=[CH:4][C:3]=1[C:14]([OH:16])=[O:15]. Reported procedure: We have studied the method of the U.S. Pat. No. 2,439,237 to determine whether or not it can be applied to 3,4,5,6-tetrafluorophthalic acid which is the starting material for the present invention. As indicated in a comparative experiment (control), 3,4,5,6-tetrafluorophthalic acid was simply heated in an alkaline aqueous solution in accordance with the method of the U.S. Patent for the purpose of decarbonating the acid. The reaction which ensued mainly gave rise to trifluorophenol having fluori... Reactants: C(C)(C)(C)OC(=O)N[C@H](C(=O)OCN1C(C(=CC(=C1)F)C1=CC(=C(C(=C1)\C=C\C1=CC=C(C=C1)NS(=O)(=O)C)OC)C(C)(C)C)=O)C(C)C ((S)-2-tert-butoxycarbonylamino-3-methyl-butyric acid, 3-{3-tert-butyl-5-[(E)-2-(4-methanesulfonylamino-phenyl)-vinyl]4-methoxy-phenyl}-5-fluoro-2-oxo-2H-pyridin-1-ylmethyl ester), Cl.O1CCOCC1 (HCl dioxane). Solvent: C(Cl)Cl (DCM), C(Cl)Cl (DCM). Run at time 3 hour. Product: C(C)(C)(C)C=1C=C(C=C(C1OC)\C=C\C1=CC=C(C=C1)NS(=O)(=O)C)C=1C(N(C=C(C1)F)COC([C@H](C(C)C)N)=O)=O ((S)-2-Amino-3-methyl-butyric acid 3-{3-tert-butyl-5-[(E)-2-(4-methanesulfonylamino-phenyl)-vinyl]-4-methoxy-phenyl}-5-fluoro-2-oxo-2H-pyridin-1-ylmethyl ester). Reaction SMILES: C(OC([NH:8][C@@H:9]([CH:47]([CH3:49])[CH3:48])[C:10]([O:12][CH2:13][N:14]1[CH:19]=[C:18]([F:20])[CH:17]=[C:16]([C:21]2[CH:26]=[C:25](/[CH:27]=[CH:28]/[C:29]3[CH:34]=[CH:33][C:32]([NH:35][S:36]([CH3:39])(=[O:38])=[O:37])=[CH:31][CH:30]=3)[C:24]([O:40][CH3:41])=[C:23]([C:42]([CH3:45])([CH3:44])[CH3:43])[CH:22]=2)[C:15]1=[O:46])=[O:11])=O)(C)(C)C.Cl.O1CCOCC1>C(Cl)Cl>[C:42]([C:23]1[CH:22]=[C:21]([C:16]2[C:15](=[O:46])[N:14]([CH2:13][O:12][C:10](=[O:11])[C@@H:9]([NH2:8])[CH:47]([CH3:48])[CH3:49])[CH:19]=[C:18]([F:20])[CH:17]=2)[CH:26]=[C:25](/[CH:27]=[CH:28]/[C:29]2[CH:34]=[CH:33][C:32]([NH:35][S:36]([CH3:39])(=[O:38])=[O:37])=[CH:31][CH:30]=2)[C:24]=1[O:40][CH3:41])([CH3:43])([CH3:45])[CH3:44] |f:1.2|. Reported procedure: step 3—To a solution of 342 (0.886 g, 1.266 mmol and DCM (10 mL) at RT was added a HCl/dioxane solution (1.899 mL, 7.60 mmol, 4M solution) and the resulting solution stirred at RT for 3 h. The resulting solution was poured into DCM (150 mL) which produced a gummy oil. When the mixture was sonicated a white powder formed which was filtered, washed with DCM and air-dried. The solid was dried under high vacuum to remove all traces of solvent which afforded 698 g of II-7 as a white powder: MS (M+H)=... Starting materials: O=C[C@@H](O)[C@@H](O)[C@H](O)[C@H](O)CO (D-mannose), C(CCCCCCCCCCCCC)N (tetradecylamine). The product is C(CCCCCCCCCCCCC)NC1[C@@H](O)[C@@H](O)[C@H](O)[C@H](O1)CO (N-tetradecyl-mannopyranosylamine). Reaction SMILES: O=[CH:2][C@H:3]([C@H:5]([C@@H:7]([C@@H:9]([CH2:11][OH:12])[OH:10])[OH:8])[OH:6])[OH:4].[CH2:13]([NH2:27])[CH2:14][CH2:15][CH2:16][CH2:17][CH2:18][CH2:19][CH2:20][CH2:21][CH2:22][CH2:23][CH2:24][CH2:25][CH3:26]>>[CH2:13]([NH:27][CH:2]1[O:10][C@H:9]([CH2:11][OH:12])[C@@H:7]([OH:8])[C@H:5]([OH:6])[C@@H:3]1[OH:4])[CH2:14][CH2:15][CH2:16][CH2:17][CH2:18][CH2:19][CH2:20][CH2:21][CH2:22][CH2:23][CH2:24][CH2:25][CH3:26]. Procedure details: 20 g of D-mannose and 35 g of tetradecylamine were reacted as described in Example 45 to give N-tetradecyl-mannopyranosylamine. In a second reaction step, the glycosylamine (7.5 g) was reacted with 6.0 g of oleoyl chloride as described in Example 11 to give the glycosylamide. Reactants: FC(C(=O)N)(F)F (trifluoroacetamide), FC(C(=O)N)(F)F (trifluoroacetamide), Cl.NC1=C(N=CN1)C(=O)N (5-aminoimidazole-4-carboxamide-HCl). Solvent: CO (MeOH). Reaction conditions: temperature 110 celsius. The product is FC(C=1NC(C=2N=CNC2N1)=O)(F)F (1,9-Dihydro-2-trifluoromethyl-6H-purin-6-one). The yield is 65.3%. Reaction SMILES: [F:1][C:2]([F:7])([F:6])[C:3]([NH2:5])=O.Cl.N[C:10]1[NH:14][CH:13]=[N:12][C:11]=1[C:15]([NH2:17])=[O:16]>CO>[F:1][C:2]([F:7])([F:6])[C:3]1[NH:17][C:15](=[O:16])[C:11]2[N:12]=[CH:13][NH:14][C:10]=2[N:5]=1 |f:1.2|. Procedure: A 1 L round-bottom flask (three neck) containing 340 g of trifluoroacetamide was heated in an oil bath at 110° C. After the trifluoroacetamide melted, 50 g of 5-aminoimidazole-4-carboxamide-HCl was added. The mixture was warmed to reflux (bath temp 160 to 165° C.) for 4 hours, cooled to room temperature, and the rocky solid was triturated with 1 L of ether. The ether was decanted off and the remaining solid was warmed until melted and 200 mL of ether was introduced by a dropping-funnel through a... The reactants are [BH4-].[Na+] (sodium borohydride), O(C(=O)CCCCCCCCC)C (methyl caprate), C(C)OCCOCCO (diethylene glycol monoethyl ether), S(O)(O)(=O)=O (sulfuric acid). Run in C=1(C(=CC=CC1)C)C (xylene). Yields the product C(CCCCCCCCC)O (n-decanol). Yield: 97.0%. As a reaction SMILES: C(OCCOCCO)C.[BH4-].[Na+].[O:12](C)[C:13]([CH2:15][CH2:16][CH2:17][CH2:18][CH2:19][CH2:20][CH2:21][CH2:22][CH3:23])=O.S(=O)(=O)(O)O>C1(C)C(C)=CC=CC=1>[CH2:13]([OH:12])[CH2:15][CH2:16][CH2:17][CH2:18][CH2:19][CH2:20][CH2:21][CH2:22][CH3:23] |f:1.2|. Reported procedure: 11.2 g (0.083 mole) of diethylene glycol monoethyl ether was added dropwise to a mixture consisting of 1.6 g (0.042 mole) of sodium borohydride, 10 ml of xylene and 5 g (0.027 mole) of methyl caprate at 90° C. over two hours while agitating the mixture. Subsequently, the mixture was agitated at the same temperature for 2.5 hours. After cooling to room temperature, the mixture was neutralized with dilute sulfuric acid. As a result, n-decanol was obtained in 97% yield. The reactants are C(C)(=O)C1=CNC2=C(C=CC=C2C1=O)[N+](=O)[O-] (3-acetyl-1,4-dihydro-8-nitro-4-oxoquinoline), P(=O)(Cl)(Cl)Cl (phosphoryl chloride), ice water. Conditions: temperature 115 celsius. The product is C(C)(=O)C=1C=NC2=C(C=CC=C2C1Cl)[N+](=O)[O-] (3-acetyl-4-chloro-8-nitroquinoline). Reaction SMILES: [C:1]([C:4]1[C:13](=O)[C:12]2[C:7](=[C:8]([N+:15]([O-:17])=[O:16])[CH:9]=[CH:10][CH:11]=2)[NH:6][CH:5]=1)(=[O:3])[CH3:2].P(Cl)(Cl)([Cl:20])=O>>[C:1]([C:4]1[CH:5]=[N:6][C:7]2[C:12]([C:13]=1[Cl:20])=[CH:11][CH:10]=[CH:9][C:8]=2[N+:15]([O-:17])=[O:16])(=[O:3])[CH3:2]. Reported procedure: A mixture of 3-acetyl-1,4-dihydro-8-nitro-4-oxoquinoline (500 mg) and phosphoryl chloride was heated at 115° C. for 15 minutes. After cooling, the mixture was poured into ice water and extracted with ethyl acetate. The organic layer was washed with saturated sodium bicarbonate solution and brine, dried over magnesium sulfate and evaporated in vacuo to give 3-acetyl-4-chloro-8-nitroquinoline (485 mg).